This data is from the Open Reaction Database (ORD), a public repository of structured organic reaction records. The task is: describe an organic reaction: reactants, conditions, products, and yield The reactants are C(C1=CC=CC=C1)OC(=O)N1C2COCC1CN(C2)C(=O)C=2C=NC(=CC2)NC=2N=CC1=C(N2)N(C(=C1)C(N(C)C)=O)C1CCCC1 (7-[6-(7-Cyclopentyl-6-dimethylcarbamoyl-7H-pyrrolo[2,3-d]pyrimidin-2-ylamino)-pyridine-3-carbonyl]-3-oxa-7,9-diaza-bicyclo[3.3.1]nonane-9-carboxylic acid benzyl ester), [H][H] (hydrogen), C(C)CC(=O)OC (methanol ethyl acetate), C1CCOC1 (THF). The reagents and catalysts are [Pd] (Pd). Run in CO (methanol). The product is CN(C(=O)C1=CC2=C(N=C(N=C2)NC2=NC=C(C=C2)C(=O)N2CC3COCC(C2)N3)N1C1CCCC1)C (7-Cyclopentyl-2-[5-(3-oxa-7,9-diaza-bicyclo[3.3.1]nonane-7-carbonyl)-pyridin-2-ylamino]-7H-pyrrolo[2,3-d]pyrimidine-6-carboxylic acid dimethylamide). Isolated yield 92.8%. As a reaction SMILES: C(OC([N:11]1[CH:16]2[CH2:17][N:18]([C:20]([C:22]3[CH:23]=[N:24][C:25]([NH:28][C:29]4[N:30]=[CH:31][C:32]5[CH:37]=[C:36]([C:38](=[O:42])[N:39]([CH3:41])[CH3:40])[N:35]([CH:43]6[CH2:47][CH2:46][CH2:45][CH2:44]6)[C:33]=5[N:34]=4)=[CH:26][CH:27]=3)=[O:21])[CH2:19][CH:12]1[CH2:13][O:14][CH2:15]2)=O)C1C=CC=CC=1.C(CC(OC)=O)C.C1COCC1.[H][H]>[Pd].CO>[CH3:40][N:39]([CH3:41])[C:38]([C:36]1[N:35]([CH:43]2[CH2:47][CH2:46][CH2:45][CH2:44]2)[C:33]2[N:34]=[C:29]([NH:28][C:25]3[CH:26]=[CH:27][C:22]([C:20]([N:18]4[CH2:17][CH:16]5[NH:11][CH:12]([CH2:13][O:14][CH2:15]5)[CH2:19]4)=[O:21])=[CH:23][N:24]=3)[N:30]=[CH:31][C:32]=2[CH:37]=1)=[O:42]. Procedure: To a round bottom flask was combined 7-[6-(7-Cyclopentyl-6-dimethylcarbamoyl-7H-pyrrolo[2,3-d]pyrimidin-2-ylamino)-pyridine-3-carbonyl]-3-oxa-7,9-diaza-bicyclo[3.3.1]nonane-9-carboxylic acid benzyl ester (0.461 g, 0.722 mmol), methanol ethyl acetate (12 ml), THF (3 ml), methanol (3 ml), and Pd on C/10%. The mixture was put under a balloon of hydrogen and stirred over night. The mixture was purged with nitrogen followed by addition of methylene chloride. The resultant mixture was filtered through... The reactants are FC1=C(C=CC=C1)[N+](=O)[O-] (1-fluoro-2-nitro-benzene), NC1=C(C#N)C=CC(=C1)C (2-amino-4-methyl-benzonitrile), O.[OH-].[Li+] (lithium hydroxide monohydrate). The solvent is CS(=O)C (DMSO). Run at time 1 hour. Product: CC1=CC(=C(C#N)C=C1)NC1=C(C=CC=C1)[N+](=O)[O-] (4-Methyl-2-(2-nitro-phenylamino)-benzonitrile). As a reaction SMILES: F[C:2]1[CH:7]=[CH:6][CH:5]=[CH:4][C:3]=1[N+:8]([O-:10])=[O:9].[NH2:11][C:12]1[CH:19]=[C:18]([CH3:20])[CH:17]=[CH:16][C:13]=1[C:14]#[N:15].O.[OH-].[Li+]>CS(C)=O>[CH3:20][C:18]1[CH:17]=[CH:16][C:13]([C:14]#[N:15])=[C:12]([NH:11][C:2]2[CH:7]=[CH:6][CH:5]=[CH:4][C:3]=2[N+:8]([O-:10])=[O:9])[CH:19]=1 |f:2.3.4|. Procedure details: Combine 1-fluoro-2-nitro-benzene (5.34 g, 37.83 mmol), 2-amino-4-methyl-benzonitrile (5.00 g, 37.83 mmol), lithium hydroxide monohydrate (3.17 g, 75.66 mmol) and DMSO (70.0 ml) and stir at 55° C. Afer 16 hours; cool to ambient temperature, pour the mixture onto ice chips and stir. After 1 hour, remove the resulting yellow precipitate by vacuum filtration. Dry the precipitate under vacuum, recrystallize in ethanol to give 5.15 g (54%) of fine, amber colored needles: mp 162-164° C.; mass spectrum ...